This data is from the Open Reaction Database (ORD), a public repository of structured organic reaction records. The task is: describe an organic reaction: reactants, conditions, products, and yield Reactants: Cl.COC1=CC2=C(CCNCC2)C=C1 (7-methoxy-2,3,4,5-tetrahydro-1H-3-benzazepine hydrochloride), C(C)(=O)[O-].[Na+] (sodium acetate). Run in C(C)(=O)OC(C)=O (acetic anhydride). Conditions: time 16 hour. Yields the product C(C)(=O)N1CCC2=C(CC1)C=CC(=C2)OC (3-acetyl-7-methoxy-2,3,4,5-tetrahydro-1H-3-benzazepine). RXN SMILES: Cl.[CH3:2][O:3][C:4]1[CH:14]=[CH:13][C:7]2[CH2:8][CH2:9][NH:10][CH2:11][CH2:12][C:6]=2[CH:5]=1.[C:15]([O-])(=[O:17])[CH3:16].[Na+]>C(OC(=O)C)(=O)C>[C:15]([N:10]1[CH2:9][CH2:8][C:7]2[CH:13]=[CH:14][C:4]([O:3][CH3:2])=[CH:5][C:6]=2[CH2:12][CH2:11]1)(=[O:17])[CH3:16] |f:0.1,2.3|. Procedure details: A mixture of 7-methoxy-2,3,4,5-tetrahydro-1H-3-benzazepine hydrochloride (4.3 g, 0.02 m) and sodium acetate (3.3 g, 0.04 m) in acetic anhydride (13 ml) was refluxed and stirred for 16 hours, concentrated in vacuo and partitioned between methylene chloride and water. The organic phase was dried with magnesium sulfate, filtered and concentrated in vacuo to give 3-acetyl-7-methoxy-2,3,4,5-tetrahydro-1H-3-benzazepine, m.p. 89°-90°.